This data is from the Open Reaction Database (ORD), a public repository of structured organic reaction records. The task is: describe an organic reaction: reactants, conditions, products, and yield Reactants: O=O (O2), stainless steel, Ru(OAc)2((S)-TMBTP), 1,670,792 B1, CC=1SC(=C(C1C1=C(SC(=C1P(C1=CC=CC=C1)C1=CC=CC=C1)C)C)P(C1=CC=CC=C1)C1=CC=CC=C1)C (2,2′,5,5′-Tetramethyl-4,4′-bis(diphenylphosphino)-3,3′-bithiophene), [H][H] (hydrogen), CO\C(\C(=O)O)=C/C1=CC=C(C2=C1SC=C2)OCCC=2N=C(OC2C)C2=CC=CC=C2 ((Z)-2-methoxy-3-{4-[2-(5-methyl-2-phenyl-oxazol-4-yl)-ethoxy]-benzo[b]thiophen-7-yl}-acrylic acid), C1(=CC=CC=C1)[C@H](C)N ((S)-1-phenylethylamine). Solvent: CO (methanol), C1CCOC1 (THF), CO (methanol). Conditions: time 2 hour. Yields the product CO[C@H](C(=O)O)CC1=CC=C(C2=C1SC=C2)OCCC=2N=C(OC2C)C2=CC=CC=C2 ((S)-2-methoxy-3-{4-[2-(5-methyl-2-phenyl-oxazol-4-yl)-ethoxy]-benzo[b]thiophen-7-yl}-propionic acid). RXN SMILES: O=O.CC1SC(C)=C(P(C2C=CC=CC=2)C2C=CC=CC=2)C=1C1C(P(C2C=CC=CC=2)C2C=CC=CC=2)=C(C)SC=1C.[CH3:43][O:44]/[C:45](=[CH:49]\[C:50]1[C:55]2[S:56][CH:57]=[CH:58][C:54]=2[C:53]([O:59][CH2:60][CH2:61][C:62]2[N:63]=[C:64]([C:68]3[CH:73]=[CH:72][CH:71]=[CH:70][CH:69]=3)[O:65][C:66]=2[CH3:67])=[CH:52][CH:51]=1)/[C:46]([OH:48])=[O:47].C1([C@@H](N)C)C=CC=CC=1.[H][H]>C1COCC1.CO>[CH3:43][O:44][C@@H:45]([CH2:49][C:50]1[C:55]2[S:56][CH:57]=[CH:58][C:54]=2[C:53]([O:59][CH2:60][CH2:61][C:62]2[N:63]=[C:64]([C:68]3[CH:73]=[CH:72][CH:71]=[CH:70][CH:69]=3)[O:65][C:66]=2[CH3:67])=[CH:52][CH:51]=1)[C:46]([OH:48])=[O:47]. Reported procedure: In a glove box (O2 content≦2 ppm), a 50-ml stainless steel autoclave was charged with 0.62 mg of [Ru(OAc)2((S)-TMBTP)] (0.0008 mmol, S/C 3′000) (prepared according to EP 1,670,792 B1; TMBTP=2,2′,5,5′-Tetramethyl-4,4′-bis(diphenylphosphino)-3,3′-bithiophene) and 5 ml of methanol. The resulting orange solution was stirred for 2 h at r.t. Then, 1.00 g of (Z)-2-methoxy-3-{4-[2-(5-methyl-2-phenyl-oxazol-4-yl)-ethoxy]-benzo[b]thiophen-7-yl}-acrylic acid (2.30 mmol), 4 ml of methanol, 6 ml of THF and 0... The reactants are FC1(C(C1)COC1=CC2=C(N=C(O2)C2=C(C=C(C=N2)OC[C@H](C)NC(OC(C)(C)C)=O)F)C=C1)F (tert-butyl {(1S)-2-[(6-{6-[(2,2-difluorocyclopropyl)methoxy]-1,3-benzoxazol-2-yl}-5-fluoropyridin-3-yl)oxy]-1-methylethyl}carbamate), Cl.C(C)(=O)OCC (hydrogen chloride ethyl acetate). Procedure details: A mixture of tert-butyl {(1S)-2-[(6-{6-[(2,2-difluorocyclopropyl)methoxy]-1,3-benzoxazol-2-yl}-5-fluoropyridin-3-yl)oxy]-1-methylethyl}carbamate (690 mg), 4 M hydrogen chloride/ethyl acetate (10 mL), and ethyl acetate (10 mL) was stirred at room temperature overnight. The mixture was concentrated under reduced pressure. The residue was mixed with pyridine (10 mL) and acetic anhydride (5 mL). The mixture was stirred at room temperature overnight. 1 M hydrochloric acid was added, and the mixture w... The solvent is C(C)(=O)OCC (ethyl acetate). As a reaction SMILES: [F:1][C:2]1([F:35])[CH2:4][CH:3]1[CH2:5][O:6][C:7]1[CH:34]=[CH:33][C:10]2[N:11]=[C:12]([C:14]3[N:19]=[CH:18][C:17]([O:20][CH2:21][C@@H:22]([NH:24][C:25](=[O:31])OC(C)(C)C)[CH3:23])=[CH:16][C:15]=3[F:32])[O:13][C:9]=2[CH:8]=1.Cl.[C:37](OCC)(=O)C>C(OCC)(=O)C>[F:35][C:2]1([F:1])[CH2:4][CH:3]1[CH2:5][O:6][C:7]1[CH:34]=[CH:33][C:10]2[N:11]=[C:12]([C:14]3[N:19]=[CH:18][C:17]([O:20][CH2:21][C@@H:22]([NH:24][C:25](=[O:31])[CH3:37])[CH3:23])=[CH:16][C:15]=3[F:32])[O:13][C:9]=2[CH:8]=1 |f:1.2|. The product is FC1(C(C1)COC1=CC2=C(N=C(O2)C2=C(C=C(C=N2)OC[C@H](C)NC(C)=O)F)C=C1)F (N-{(1S)-2-[(6-{6-[(2,2-difluorocyclopropyl)methoxy]-1,3-benzoxazol-2-yl}-5-fluoropyridin-3-yl)oxy]-1-methylethyl}acetamide). Conditions: time 8 hour. The reactants are BrC1=CC(=CC=C1)C#C (1-bromo-3-ethynylbenzene), TEA, PdCl2(ACN)2, CN(C)C=O (DMF), IC1=CC=C(C=C1)OC(F)F (4-iodo(difluoromethoxy)benzene), O (water). Run in CCOC(=O)C (EtOAc). Run at time 4 hour. The product is BrC1=CC(=CC=C1)C#CC1=CC=C(C=C1)OC(F)F (1-Bromo-3-((4-(difluoromethoxy)phenyl)ethynyl)benzene). Reaction SMILES: [Br:1][C:2]1[CH:7]=[CH:6][CH:5]=[C:4]([C:8]#[CH:9])[CH:3]=1.CN(C=O)C.I[C:16]1[CH:21]=[CH:20][C:19]([O:22][CH:23]([F:25])[F:24])=[CH:18][CH:17]=1.O>CCOC(C)=O>[Br:1][C:2]1[CH:7]=[CH:6][CH:5]=[C:4]([C:8]#[C:9][C:16]2[CH:21]=[CH:20][C:19]([O:22][CH:23]([F:25])[F:24])=[CH:18][CH:17]=2)[CH:3]=1. Procedure: To a mixture of 1-bromo-3-ethynylbenzene (9.1 g, 50.26 mmol), TEA (22.38 g, 30.8 mL, 221.1 mmol), PdCl2(ACN)2 (1.41 g, 2.01 mmol) and DMF (60 mL) was added 4-iodo(difluoromethoxy)benzene (10.85 g, 40.21 mmol). The reaction mixture became warm after the addition was completed. The mixture was stirred for 4 h. Then it was poured into water and diluted with EtOAc. The aqueous layer was separated and extracted twice with EtOAc. The combined organic layers were dried over Na2SO4, filtered, and concen... Starting materials: CCOC=C(C(C)=O)C(=O)OCC, CCO, O=[N+]([O-])c1cn[nH]c1. The product is CCOC(=O)C(=CNc1cn[nH]c1)C(C)=O. As a reaction SMILES: [C:9]([CH3:10])(=[O:11])[C:12]([C:13](=[O:14])[O:15][CH2:16][CH3:17])=[CH:18][O:19][CH2:20][CH3:21].[CH3:22][CH2:23][OH:24].[N+:1]([O-:2])(=[O:3])[c:4]1[cH:5][n:6][nH:7][cH:8]1>>[NH:1]([c:4]1[cH:5][n:6][nH:7][cH:8]1)[CH:18]=[C:12]([C:9]([CH3:10])=[O:11])[C:13](=[O:14])[O:15][CH2:16][CH3:17]. Reactants: S(O)(O)(=O)=O (sulfuric acid), S(=O)=O (sulfurdioxide), P(O)(O)(O)=O (phosphoric acid), B(O)(O)O (tetraborate), N (ammonia). The product is B([O-])([O-])[O-].B([O-])([O-])[O-].B([O-])([O-])[O-].B([O-])([O-])[O-].B([O-])([O-])[O-].[NH4+].[NH4+].[NH4+].[NH4+].[NH4+].[NH4+].[NH4+].[NH4+].[NH4+].[NH4+].[NH4+].[NH4+].[NH4+].[NH4+].[NH4+] (ammoniumpentaborate), N (ammonia). Reaction SMILES: [B:1]([OH:4])([OH:3])[OH:2].[NH3:5].S(=O)(=O)(O)O.S(=O)=O.P(=O)(O)(O)O>>[B:1]([O-:4])([O-:3])[O-:2].[B:1]([O-:4])([O-:3])[O-:2].[B:1]([O-:4])([O-:3])[O-:2].[B:1]([O-:4])([O-:3])[O-:2].[B:1]([O-:4])([O-:3])[O-:2].[NH4+:5].[NH4+:5].[NH4+:5].[NH4+:5].[NH4+:5].[NH4+:5].[NH4+:5].[NH4+:5].[NH4+:5].[NH4+:5].[NH4+:5].[NH4+:5].[NH4+:5].[NH4+:5].[NH4+:5].[NH3:5] |f:5.6.7.8.9.10.11.12.13.14.15.16.17.18.19.20.21.22.23.24|. Procedure details: In accordance with the present invention, when equimolar amounts of tetraborates and one of the following inorganic ammonium salts: ammoniumsulfate, ammoniumsulfite or diammoniumhydrophosphate are heated in a water solution and about 60% of the theoretical ammonia content is distilled off, new and stable flame retardant compositions: ammoniumpentaborate and the corresponding alkali salt sulfate, sulfite or hydrophosphate are obtained. The same compositions are obtained after the suspension of a ... The reactants are CC(C)(C)OC(=O)N1CCOC(Cc2cccc(C=Cc3cccnc3)c2)C1, FC(F)Oc1ccccc1CC1CN(Cc2ccccc2)CCO1, CC(Cl)OC(=O)Cl. Yields the product FC(F)Oc1ccccc1CC1CNCCO1. Reaction SMILES: [C:25]([N:26]1[CH2:27][CH2:28][O:29][CH:30]([CH2:31][c:32]2[cH:33][cH:34][cH:35][c:36]([CH:37]=[CH:38][c:39]3[cH:40][n:41][cH:42][cH:43][cH:44]3)[cH:45]2)[CH2:46]1)([O:47][C:48]([CH3:49])([CH3:50])[CH3:51])=[O:52].[CH2:1]([c:2]1[cH:3][cH:4][cH:5][cH:6][cH:7]1)[N:8]1[CH2:9][CH:10]([CH2:14][c:15]2[c:16]([O:21][CH:22]([F:23])[F:24])[cH:17][cH:18][cH:19][cH:20]2)[O:11][CH2:12][CH2:13]1.[Cl:53][C:54]([O:55][CH:56]([Cl:57])[CH3:58])=[O:59]>>[NH:8]1[CH2:9][CH:10]([CH2:14][c:15]2[c:16]([O:21][CH:22]([F:23])[F:24])[cH:17][cH:18][cH:19][cH:20]2)[O:11][CH2:12][CH2:13]1. Reactants: C#CCOCCOCCO[Si](C)(C)C(C)(C)C, COCOc1ccc(C2(C)CSc3cc(OCOC)ccc3C2=O)cc1, [Cl-], [NH4+], C1CCOC1. Product: COCOc1ccc(C2(C)CSc3cc(OCOC)ccc3C2(O)C#CCOCCOCCO[Si](C)(C)C(C)(C)C)cc1. Reaction SMILES: [C:1]([CH3:2])([CH3:3])([CH3:4])[Si:5]([O:6][CH2:7][CH2:8][O:9][CH2:10][CH2:11][O:12][CH2:13][C:14]#[CH:15])([CH3:16])[CH3:17].[CH3:18][O:19][CH2:20][O:21][c:22]1[cH:23][cH:24][c:25]2[c:30]([cH:31]1)[S:29][CH2:28][C:27]([CH3:32])([c:33]1[cH:34][cH:35][c:36]([O:39][CH2:40][O:41][CH3:42])[cH:37][cH:38]1)[C:26]2=[O:43].[Cl-:44].[NH4+:45].[O:46]1[CH2:47][CH2:48][CH2:49][CH2:50]1>>[C:1]([CH3:2])([CH3:3])([CH3:4])[Si:5]([O:6][CH2:7][CH2:8][O:9][CH2:10][CH2:11][O:12][CH2:13][C:14]#[C:15][C:26]1([OH:43])[c:25]2[cH:24][cH:23][c:22]([O:21][CH2:20][O:19][CH3:18])[cH:31][c:30]2[S:29][CH2:28][C:27]1([CH3:32])[c:33]1[cH:34][cH:35][c:36]([O:39][CH2:40][O:41][CH3:42])[cH:37][cH:38]1)([CH3:16])[CH3:17]. Starting materials: ClC1=NC(=C(C2=C1C(N(C2)CC2=C(C=C(C=C2)OC)OC)=O)F)N[C@H]2[C@H](COCC2)NC(OC(C)(C)C)=O (tert-butyl (3R,4R)-4-(4-chloro-2-(2,4-dimethoxybenzyl)-7-fluoro-3-oxo-2,3-dihydro-1H-pyrrolo[3,4-c]pyridin-6-ylamino)tetrahydro-2H-pyran-3-ylcarbamate), CC1(OB(OC1(C)C)C=1SC(=CC1)C)C (4,4,5,5-tetramethyl-2-(5-methylthiophen-2-yl)-1,3,2-dioxaborolane). Reagents/catalysts: Cl[Pd]([P](C1=CC=CC=C1)(C2=CC=CC=C2)C3=CC=CC=C3)([P](C4=CC=CC=C4)(C5=CC=CC=C5)C6=CC=CC=C6)Cl (bis(triphenylphosphine)palladium chloride). The solvent is O1CCOCC1 (dioxane), C(=O)([O-])[O-].[Na+].[Na+] (Na2CO3). The product is COC1=C(CN2C(C=3C(=NC(=C(C3C2)F)N[C@H]2[C@H](COCC2)NC(OC(C)(C)C)=O)C=2SC(=CC2)C)=O)C=CC(=C1)OC (tert-Butyl (3R,4R)-4-(2-(2,4-dimethoxybenzyl)-7-fluoro-4-(5-methylthiophen-2-yl)-3-oxo-2,3-dihydro-1H-pyrrolo[3,4-c]pyridin-6-ylamino)tetrahydro-2H-pyran-3-ylcarbamate). Isolated yield 54.4%. As a reaction SMILES: Cl[C:2]1[C:7]2[C:8](=[O:22])[N:9]([CH2:11][C:12]3[CH:17]=[CH:16][C:15]([O:18][CH3:19])=[CH:14][C:13]=3[O:20][CH3:21])[CH2:10][C:6]=2[C:5]([F:23])=[C:4]([NH:24][C@@H:25]2[CH2:30][CH2:29][O:28][CH2:27][C@@H:26]2[NH:31][C:32](=[O:38])[O:33][C:34]([CH3:37])([CH3:36])[CH3:35])[N:3]=1.CC1(C)C(C)(C)OB([C:47]2[S:48][C:49]([CH3:52])=[CH:50][CH:51]=2)O1>O1CCOCC1.C([O-])([O-])=O.[Na+].[Na+].Cl[Pd](Cl)([P](C1C=CC=CC=1)(C1C=CC=CC=1)C1C=CC=CC=1)[P](C1C=CC=CC=1)(C1C=CC=CC=1)C1C=CC=CC=1>[CH3:21][O:20][C:13]1[CH:14]=[C:15]([O:18][CH3:19])[CH:16]=[CH:17][C:12]=1[CH2:11][N:9]1[CH2:10][C:6]2[C:5]([F:23])=[C:4]([NH:24][C@@H:25]3[CH2:30][CH2:29][O:28][CH2:27][C@@H:26]3[NH:31][C:32](=[O:38])[O:33][C:34]([CH3:37])([CH3:36])[CH3:35])[N:3]=[C:2]([C:47]3[S:48][C:49]([CH3:52])=[CH:50][CH:51]=3)[C:7]=2[C:8]1=[O:22] |f:3.4.5,^1:68,87|. Procedure: A solution of tert-butyl (3R,4R)-4-(4-chloro-2-(2,4-dimethoxybenzyl)-7-fluoro-3-oxo-2,3-dihydro-1H-pyrrolo[3,4-c]pyridin-6-ylamino)tetrahydro-2H-pyran-3-ylcarbamate (51 mg, 0.093 mmol), 4,4,5,5-tetramethyl-2-(5-methylthiophen-2-yl)-1,3,2-dioxaborolane (104 mg, 0.463 mmol), and bis(triphenylphosphine)palladium chloride (65.0 mg, 0.093 mmol) in dioxane (1 mL) and saturated Na2CO3 aq (1 mL) was heated to 140° C. for 40 min. After filtering out the solids, the solvent was removed from the filtrate. ... The reactants are CC(C)C(NC(=O)OC(C)(C)C)C(=O)N1CCN(C(=O)OCc2ccccc2)CC1C(=O)NC1CCCc2ccccc21, ClCCl, O=C(O)C(F)(F)F. Yields the product CC(C)C(N)C(=O)N1CCN(C(=O)OCc2ccccc2)CC1C(=O)NC1CCCc2ccccc21. RXN SMILES: [C:1]([O:2][C:3](=[O:4])[NH:8][CH:9]([C:10](=[O:11])[N:12]1[CH:13]([C:28](=[O:29])[NH:30][CH:31]2[CH2:32][CH2:33][CH2:34][c:35]3[cH:36][cH:37][cH:38][cH:39][c:40]32)[CH2:14][N:15]([C:18](=[O:19])[O:20][CH2:21][c:22]2[cH:23][cH:24][cH:25][cH:26][cH:27]2)[CH2:16][CH2:17]1)[CH:41]([CH3:42])[CH3:43])([CH3:5])([CH3:6])[CH3:7].[Cl:51][CH2:52][Cl:53].[F:44][C:45]([F:46])([F:47])[C:48]([OH:49])=[O:50]>>[NH2:8][CH:9]([C:10](=[O:11])[N:12]1[CH:13]([C:28](=[O:29])[NH:30][CH:31]2[CH2:32][CH2:33][CH2:34][c:35]3[cH:36][cH:37][cH:38][cH:39][c:40]32)[CH2:14][N:15]([C:18](=[O:19])[O:20][CH2:21][c:22]2[cH:23][cH:24][cH:25][cH:26][cH:27]2)[CH2:16][CH2:17]1)[CH:41]([CH3:42])[CH3:43]. The reactants are OC1=C(C=CC=C1)CC(=O)O (o-hydroxy phenylacetic acid), ice, [N+](=O)(O)[O-] (nitric acid). Solvent: O (H2O). Reaction conditions: temperature 0 celsius, time 1.5 hour. Yields the product OC1=C(C=CC(=C1)[N+](=O)[O-])CC(=O)O (2-hydroxy-4-nitro-phenylacetic acid), solid. Yield: 40.0%. Reaction SMILES: [OH:1][C:2]1[CH:7]=[CH:6][CH:5]=[CH:4][C:3]=1[CH2:8][C:9]([OH:11])=[O:10].[N+:12]([O-])([OH:14])=[O:13]>O>[OH:1][C:2]1[CH:7]=[C:6]([N+:12]([O-:14])=[O:13])[CH:5]=[CH:4][C:3]=1[CH2:8][C:9]([OH:11])=[O:10]. Procedure details: To a suspension of o-hydroxy phenylacetic acid (15.0 g, 0.099 mol) in H2O (39 mL) at 0° C. was added a solution of nitric acid (12 mL of 65% in 8 mL H2O) slowly via pipette. The solution was stirred for an additional 1.5 h at 0° C. The mixture was then warmed to ambient temperature and allowed to stir for an additional 0.5 h. The heterogenous solution was poured over ice (10 g) and filtered to remove the insoluble ortho-nitro isomer. The reddish solution was concentrated under reduced pressure, ...